From a dataset of the Open Reaction Database (ORD), a public repository of structured organic reaction records. describe an organic reaction: reactants, conditions, products, and yield Product: C(C)(C)(C)OC(N[C@@H]1CC[C@H](CC1)C(NCCOC)=O)=O (trans-[4-(2-Methoxy-ethylcarbamoyl)-cyclohexyl]-carbamic acid tert-butyl ester). Reported procedure: Starting from trans-4-tert-butoxycarbonylamino-cyclohexanecarboxylic acid and 2-methoxy-ethylamine the title compound is obtained as colorless solid. As a reaction SMILES: [C:1]([O:5][C:6]([NH:8][C@H:9]1[CH2:14][CH2:13][C@H:12]([C:15]([OH:17])=O)[CH2:11][CH2:10]1)=[O:7])([CH3:4])([CH3:3])[CH3:2].[CH3:18][O:19][CH2:20][CH2:21][NH2:22]>>[C:1]([O:5][C:6](=[O:7])[NH:8][C@H:9]1[CH2:10][CH2:11][C@H:12]([C:15](=[O:17])[NH:22][CH2:21][CH2:20][O:19][CH3:18])[CH2:13][CH2:14]1)([CH3:2])([CH3:3])[CH3:4]. The reactants are C(C)(C)(C)OC(=O)N[C@@H]1CC[C@H](CC1)C(=O)O (trans-4-tert-butoxycarbonylamino-cyclohexanecarboxylic acid), COCCN (2-methoxy-ethylamine). The reactants are Cl (HCl), [OH-].[Li+] (lithium hydroxide), O (water), ClC1=C(NC(=C1Cl)C)C(=O)NC1CCN(CC1)C=1SC(=CN1)C(=O)OC (Methyl 2-(4-{[(3,4-dichloro-5-methyl-1H-pyrrol-2-yl)carbonyl]amino}piperidin-1-yl)-1,3-thiazole-5-carboxylate). The solvent is C1CCOC1 (THF). Product: ClC1=C(NC(=C1Cl)C)C(=O)NC1CCN(CC1)C=1SC(=CN1)C(=O)O (2-(4-{[(3,4-Dichloro-5-methyl-1H-pyrrol-2-yl)carbonyl]amino}piperidin-1-yl)-1,3-thiazole-5-carboxylic acid). As a reaction SMILES: [Cl:1][C:2]1[C:6]([Cl:7])=[C:5]([CH3:8])[NH:4][C:3]=1[C:9]([NH:11][CH:12]1[CH2:17][CH2:16][N:15]([C:18]2[S:19][C:20]([C:23]([O:25]C)=[O:24])=[CH:21][N:22]=2)[CH2:14][CH2:13]1)=[O:10].[OH-].[Li+].O.Cl>C1COCC1>[Cl:1][C:2]1[C:6]([Cl:7])=[C:5]([CH3:8])[NH:4][C:3]=1[C:9]([NH:11][CH:12]1[CH2:13][CH2:14][N:15]([C:18]2[S:19][C:20]([C:23]([OH:25])=[O:24])=[CH:21][N:22]=2)[CH2:16][CH2:17]1)=[O:10] |f:1.2|. Procedure details: Methyl 2-(4-{[(3,4-dichloro-5-methyl-1H-pyrrol-2-yl)carbonyl]amino}piperidin-1-yl)-1,3-thiazole-5-carboxylate (Example 320, 250 mg, 0.60 mmol) was dissolved in THF (3 ml). 2 N lithium hydroxide solution in water (3 ml, 6.00 mmol) was added and the mixture was refluxed for 1 hr. The mixture was cooled to room temperature and acidified with 10% HCl solution. The mixture was extracted with EtOAc and organic layer was washed with water twice, dried over sodium sulfate and concentrated to give the de... The reactants are COC(=O)C(CCO)NC(=O)OC(C)(C)C, Cc1ccccc1, CC(=O)N(c1ccc(Cl)cc1)C1CC(C)N(C(=O)c2ccc(O)cc2)c2ccccc21, CCOC(=O)N=NC(=O)OCC, c1ccc(P(c2ccccc2)c2ccccc2)cc1. Yields the product COC(=O)C(CCOc1ccc(C(=O)N2c3ccccc3C(N(C(C)=O)c3ccc(Cl)cc3)CC2C)cc1)NC(=O)OC(C)(C)C. RXN SMILES: [CH3:1][O:2][C:3]([CH:4]([CH2:5][CH2:6][OH:7])[NH:8][C:9](=[O:10])[O:11][C:12]([CH3:13])([CH3:14])[CH3:15])=[O:16].[CH3:79][c:80]1[cH:81][cH:82][cH:83][cH:84][cH:85]1.[Cl:36][c:37]1[cH:38][cH:39][c:40]([N:43]([C:44]([CH3:45])=[O:46])[CH:47]2[CH2:48][CH:49]([CH3:66])[N:50]([C:57]([c:58]3[cH:59][cH:60][c:61]([OH:64])[cH:62][cH:63]3)=[O:65])[c:51]3[cH:52][cH:53][cH:54][cH:55][c:56]32)[cH:41][cH:42]1.[O:67]=[C:68]([O:69][CH2:70][CH3:71])[N:72]=[N:73][C:74]([O:75][CH2:76][CH3:77])=[O:78].[c:17]1([P:18]([c:19]2[cH:20][cH:21][cH:22][cH:23][cH:24]2)[c:25]2[cH:26][cH:27][cH:28][cH:29][cH:30]2)[cH:31][cH:32][cH:33][cH:34][cH:35]1>>[CH3:1][O:2][C:3]([CH:4]([CH2:5][CH2:6][O:7][c:61]1[cH:60][cH:59][c:58]([C:57]([N:50]2[CH:49]([CH3:66])[CH2:48][CH:47]([N:43]([c:40]3[cH:39][cH:38][c:37]([Cl:36])[cH:42][cH:41]3)[C:44]([CH3:45])=[O:46])[c:56]3[c:51]2[cH:52][cH:53][cH:54][cH:55]3)=[O:65])[cH:63][cH:62]1)[NH:8][C:9](=[O:10])[O:11][C:12]([CH3:13])([CH3:14])[CH3:15])=[O:16]. Starting materials: CN1CCCCC(NC(=O)OC(C)(C)C)C1=O, ClCCl, Cl, C1COCCO1. The product is CN1CCCCC(N)C1=O, Cl. RXN SMILES: [CH3:1][N:2]1[C:3](=[O:17])[CH:4]([NH:9][C:10](=[O:11])[O:12][C:13]([CH3:14])([CH3:15])[CH3:16])[CH2:5][CH2:6][CH2:7][CH2:8]1.[Cl:25][CH2:26][Cl:27].[ClH:18].[O:19]1[CH2:20][CH2:21][O:22][CH2:23][CH2:24]1>>[CH3:1][N:2]1[C:3](=[O:17])[CH:4]([NH2:9])[CH2:5][CH2:6][CH2:7][CH2:8]1.[ClH:18]. Reaction SMILES: [C:35].[CH2:1]([O:2][C:3](=[O:4])[NH:11][NH:12][C:13](=[O:14])[CH:15]([CH2:16][CH2:17][CH2:18][Cl:19])[CH:20]1[CH2:21][CH2:22][N:23]([C:26](=[O:27])[O:28][C:29]([CH3:30])([CH3:31])[CH3:32])[CH2:24][CH2:25]1)[c:5]1[cH:6][cH:7][cH:8][cH:9][cH:10]1.[CH3:33][OH:34].[Pd:36]>>[NH2:11][NH:12][C:13](=[O:14])[CH:15]([CH2:16][CH2:17][CH2:18][Cl:19])[CH:20]1[CH2:21][CH2:22][N:23]([C:26](=[O:27])[O:28][C:29]([CH3:30])([CH3:31])[CH3:32])[CH2:24][CH2:25]1. The reactants are C, CC(C)(C)OC(=O)N1CCC(C(CCCCl)C(=O)NNC(=O)OCc2ccccc2)CC1, CO, [Pd]. The product is CC(C)(C)OC(=O)N1CCC(C(CCCCl)C(=O)NN)CC1. Reactants: NC1=NC(=C(C(=N1)Cl)NC=O)Cl (N-(2-Amino-4,6-dichloro-5-pyrimidinyl)formamide), N[C@@H]1CC=C(C1)CO ((4R)-4-amino-1-cyclopentene-1-methanol), C12NC(C(C=C1)C2)=O ((−)-2-azabicyclo[2.2.1]hept-5-en-3-one). Product: NC1=NC(=C(C(=N1)N[C@@H]1CC=C(C1)CO)NC=O)Cl ((4R)-4-[(2-Amino-6-chloro-5-formamido-4-pyrimidinyl)amino]-1-cyclopentene-1-methanol). RXN SMILES: [NH2:1][C:2]1[N:7]=[C:6]([Cl:8])[C:5]([NH:9][CH:10]=[O:11])=[C:4](Cl)[N:3]=1.[NH2:13][C@H:14]1[CH2:18][C:17]([CH2:19][OH:20])=[CH:16][CH2:15]1.C12CC(C=C1)C(=O)N2>>[NH2:1][C:2]1[N:3]=[C:4]([NH:13][C@H:14]2[CH2:18][C:17]([CH2:19][OH:20])=[CH:16][CH2:15]2)[C:5]([NH:9][CH:10]=[O:11])=[C:6]([Cl:8])[N:7]=1. Procedure: By the method of Example 7, N-2-Amino-4,6-dichloro-5-pyrimidinyl)formamide (Example 3, 2.56 g, 52.4 mmol) was reacted with (4R)-4-amino-1-cyclopentene-1-methanol (1.4 g, 52.4 mmol), available from (−)-2-azabicyclo[2.2.1]hept-5-en-3-one (Chiroscience) by methods described in Examples 1-4 and 42 of U.S. Pat. No. 5,049,671. Crystallization from ethyl acetate—methanol gave title compound as white crystals, m.p. 148-150° C.; mass spectrum (CI/CH4): 286, 284 (M+1), 190, 188 (B+H); 1H-NMR (DMSO-d6)δ: 8... Reactants: CO, O=C(O)C=Cc1cccc(C(F)(F)F)c1, [H][H]. The product is O=C(O)CCc1cccc(C(F)(F)F)c1. As a reaction SMILES: [CH3:18][OH:19].[F:1][C:2]([c:3]1[cH:4][c:5]([CH:9]=[CH:10][C:11](=[O:12])[OH:13])[cH:6][cH:7][cH:8]1)([F:14])[F:15].[H:16][H:17]>>[F:1][C:2]([c:3]1[cH:4][c:5]([CH2:9][CH2:10][C:11](=[O:12])[OH:13])[cH:6][cH:7][cH:8]1)([F:14])[F:15].